Dataset: the Open Reaction Database (ORD), a public repository of structured organic reaction records. Task: describe an organic reaction: reactants, conditions, products, and yield Starting materials: CN(C)C=O, O=c1n(C(c2ccccc2)(c2ccccc2)c2ccccc2)nc2ccc(Cl)nn12, [H-], [Na+], O, OCCCN1CCC(OC(c2ccccc2)c2ccccc2)CC1. Product: O=c1n(C(c2ccccc2)(c2ccccc2)c2ccccc2)nc2ccc(OCCCN3CCC(OC(c4ccccc4)c4ccccc4)CC3)nn12. Reaction SMILES: [CH3:58][N:59]([CH3:60])[CH:61]=[O:62].[Cl:27][c:28]1[cH:29][cH:30][c:31]2[n:32]([n:33]1)[c:34](=[O:56])[n:35]([C:37]([c:38]1[cH:39][cH:40][cH:41][cH:42][cH:43]1)([c:44]1[cH:45][cH:46][cH:47][cH:48][cH:49]1)[c:50]1[cH:51][cH:52][cH:53][cH:54][cH:55]1)[n:36]2.[H-:25].[Na+:26].[OH2:57].[c:1]1([CH:7]([O:8][CH:9]2[CH2:10][CH2:11][N:12]([CH2:15][CH2:16][CH2:17][OH:18])[CH2:13][CH2:14]2)[c:19]2[cH:20][cH:21][cH:22][cH:23][cH:24]2)[cH:2][cH:3][cH:4][cH:5][cH:6]1>>[c:1]1([CH:7]([O:8][CH:9]2[CH2:10][CH2:11][N:12]([CH2:15][CH2:16][CH2:17][O:18][c:28]3[cH:29][cH:30][c:31]4[n:32]([n:33]3)[c:34](=[O:56])[n:35]([C:37]([c:38]3[cH:39][cH:40][cH:41][cH:42][cH:43]3)([c:44]3[cH:45][cH:46][cH:47][cH:48][cH:49]3)[c:50]3[cH:51][cH:52][cH:53][cH:54][cH:55]3)[n:36]4)[CH2:13][CH2:14]2)[c:19]2[cH:20][cH:21][cH:22][cH:23][cH:24]2)[cH:2][cH:3][cH:4][cH:5][cH:6]1. Starting materials: Clc1ccc(C#Cc2ccccc2)nn1, CC(C)(O)CN, c1ccncc1. Yields the product CC(C)(O)CNc1ccc(C#Cc2ccccc2)nn1. RXN SMILES: [Cl:1][c:2]1[n:3][n:4][c:5]([C:8]#[C:9][c:10]2[cH:11][cH:12][cH:13][cH:14][cH:15]2)[cH:6][cH:7]1.[NH2:16][CH2:17][C:18]([CH3:19])([OH:20])[CH3:21].[cH:22]1[cH:23][cH:24][n:25][cH:26][cH:27]1>>[c:2]1([NH:16][CH2:17][C:18]([CH3:19])([OH:20])[CH3:21])[n:3][n:4][c:5]([C:8]#[C:9][c:10]2[cH:11][cH:12][cH:13][cH:14][cH:15]2)[cH:6][cH:7]1. The reactants are Cl (hydrochloric acid), [B-][N+](C)(C)C (Borane-trimethylamine complex), Cl (hydrochloric acid), COC1=C2C=CNC2=CC=C1 (4-methoxyindole). The solvent is O1CCOCC1 (dioxane). Product: COC1=C2CCNC2=CC=C1 (4-methoxyindoline). Yield: 82.6%. Reaction SMILES: [B-][N+](C)(C)C.Cl.[CH3:7][O:8][C:9]1[CH:17]=[CH:16][CH:15]=[C:14]2[C:10]=1[CH:11]=[CH:12][NH:13]2>O1CCOCC1>[CH3:7][O:8][C:9]1[CH:17]=[CH:16][CH:15]=[C:14]2[C:10]=1[CH2:11][CH2:12][NH:13]2. Procedure: Borane-trimethylamine complex (3.00 g) and 10.5N hydrochloric acid (2.25 ml) were added to 4-methoxyindole (1.29 g) in dioxane (20 ml), and the mixture was heated to reflux for 30 minutes. To this mixture, 6N hydrochloric acid (7.00 ml) was added and the mixture was heated to reflux for 15 minutes. The solvent was removed under reduced pressure and 1N aqueous sodium hydroxide solution was added to change the aqueous layer to alkaline condition, followed by extracting the aqueous layer with ether... Starting materials: COC=1C=C(CN2C(C(CC2)(CCCOS(=O)(=O)C)CC2=CC=C(C=C2)F)=O)C=C(C1OC)OC (1-(3,4,5-trimethoxybenzyl)-3-(4-fluorophenylmethyl)-3-(3-methanesulfonyloxypropyl)-2-oxopyrrolidine), C(C)OCCN1C(=NC2=C1C=CC=C2)N2CCNCCC2 (4-(1-(2-ethoxyethyl)-1H-benzimidazol-2-yl)[1,4]diazepane). Product: COC=1C=C(CN2C(C(CC2)(CC2=CC=C(C=C2)F)CCCN2CCN(CCC2)C2=NC3=C(N2CCOCC)C=CC=C3)=O)C=C(C1OC)OC (1-(3,4,5-Trimethoxybenzyl)-3-(3-(4-(1-(2-ethoxyethyl)-1H-benzimidazol-2-yl)[1,4]diazepan-1-yl)propyl)-3-(4-fluorophenylmethyl)-2-oxopyrrolidine). As a reaction SMILES: [CH3:1][O:2][C:3]1[CH:4]=[C:5]([CH:29]=[C:30]([O:34][CH3:35])[C:31]=1[O:32][CH3:33])[CH2:6][N:7]1[CH2:11][CH2:10][C:9]([CH2:20][C:21]2[CH:26]=[CH:25][C:24]([F:27])=[CH:23][CH:22]=2)([CH2:12][CH2:13][CH2:14]OS(C)(=O)=O)[C:8]1=[O:28].[CH2:36]([O:38][CH2:39][CH2:40][N:41]1[C:45]2[CH:46]=[CH:47][CH:48]=[CH:49][C:44]=2[N:43]=[C:42]1[N:50]1[CH2:56][CH2:55][CH2:54][NH:53][CH2:52][CH2:51]1)[CH3:37]>>[CH3:1][O:2][C:3]1[CH:4]=[C:5]([CH:29]=[C:30]([O:34][CH3:35])[C:31]=1[O:32][CH3:33])[CH2:6][N:7]1[CH2:11][CH2:10][C:9]([CH2:12][CH2:13][CH2:14][N:53]2[CH2:54][CH2:55][CH2:56][N:50]([C:42]3[N:41]([CH2:40][CH2:39][O:38][CH2:36][CH3:37])[C:45]4[CH:46]=[CH:47][CH:48]=[CH:49][C:44]=4[N:43]=3)[CH2:51][CH2:52]2)([CH2:20][C:21]2[CH:22]=[CH:23][C:24]([F:27])=[CH:25][CH:26]=2)[C:8]1=[O:28]. Reported procedure: Prepare by the method of Example 1.6 using 1-(3,4,5-trimethoxybenzyl)-3-(4-fluorophenylmethyl)-3-(3-methanesulfonyloxypropyl)-2-oxopyrrolidine and 4-(1-(2-ethoxyethyl)-1H-benzimidazol-2-yl)[1,4]diazepane to give the title compound: Rf=0.39 (silica gel, 2% triethylamine/20% methanol/ethyl acetate). Reactants: C(=O)C=1C=C(CN(C(=O)C2=C(C=C(C(=C2)C(=O)O)C(=O)O)C(=O)O)[C@H]2CCCC3=CC=CC=C23)C=CC1 (5-({(3-formylbenzyl)[(1S)-1,2,3,4-tetrahydro-1-naphthalenyl]amino}carbonyl)-1,2,4-benzenetricarboxylic acid), [N+](=O)([O-])C1=CC=C(CON)C=C1 (O-(4-nitrobenzyl)hydroxylamine). Product: [N+](=O)([O-])C1=CC=C(CON=CC=2C=C(CN(C(=O)C3=C(C=C(C(=C3)C(=O)O)C(=O)O)C(=O)O)[C@H]3CCCC4=CC=CC=C34)C=CC2)C=C1 (5-({[3-({[(4-nitrobenzyl)oxy]imino}methyl)benzyl][(1S)-1,2,3,4-tetrahydro-1-naphthalenyl]amino}carbonyl)-1,2,4-benzenetricarboxylic acid). RXN SMILES: [CH:1]([C:3]1[CH:4]=[C:5]([CH:35]=[CH:36][CH:37]=1)[CH2:6][N:7]([C@@H:25]1[C:34]2[C:29](=[CH:30][CH:31]=[CH:32][CH:33]=2)[CH2:28][CH2:27][CH2:26]1)[C:8]([C:10]1[CH:15]=[C:14]([C:16]([OH:18])=[O:17])[C:13]([C:19]([OH:21])=[O:20])=[CH:12][C:11]=1[C:22]([OH:24])=[O:23])=[O:9])=O.[N+:38]([C:41]1[CH:49]=[CH:48][C:44]([CH2:45][O:46][NH2:47])=[CH:43][CH:42]=1)([O-:40])=[O:39]>>[N+:38]([C:41]1[CH:42]=[CH:43][C:44]([CH2:45][O:46][N:47]=[CH:1][C:3]2[CH:4]=[C:5]([CH:35]=[CH:36][CH:37]=2)[CH2:6][N:7]([C@@H:25]2[C:34]3[C:29](=[CH:30][CH:31]=[CH:32][CH:33]=3)[CH2:28][CH2:27][CH2:26]2)[C:8]([C:10]2[CH:15]=[C:14]([C:16]([OH:18])=[O:17])[C:13]([C:19]([OH:21])=[O:20])=[CH:12][C:11]=2[C:22]([OH:24])=[O:23])=[O:9])=[CH:48][CH:49]=1)([O-:40])=[O:39]. Reported procedure: The product from Example 76E and O-(4-nitrobenzyl)hydroxylamine were processed as described in Example 76F to provide the title compound.